describe an organic reaction: reactants, conditions, products, and yield From a dataset of the Open Reaction Database (ORD), a public repository of structured organic reaction records. Reactants: S(=O)([O-])[O-].[Na+].[Na+] (sodium sulphite), peroxide, OO (hydrogen peroxide), COC=1C=C(C=C(C1OC)OC)P(C1=CC(=C(C(=C1)OC)OC)OC)C1=CC(=C(C(=C1)OC)OC)OC (tris(3,4,5-trimethoxyphenyl)phosphine), OO (hydrogen peroxide). The solvent is C(Cl)Cl (methylene chloride), C(Cl)Cl (methylene chloride), C(C)O (ethanol). Reaction conditions: temperature 0 celsius, time 2 hour. Yields the product COC=1C=C(C=C(C1OC)OC)P(C1=CC(=C(C(=C1)OC)OC)OC)(C1=CC(=C(C(=C1)OC)OC)OC)=O (tris(3,4,5-trimethoxyphenyl)phosphine oxide). Reaction SMILES: [CH3:1][O:2][C:3]1[CH:4]=[C:5]([P:13]([C:26]2[CH:31]=[C:30]([O:32][CH3:33])[C:29]([O:34][CH3:35])=[C:28]([O:36][CH3:37])[CH:27]=2)[C:14]2[CH:19]=[C:18]([O:20][CH3:21])[C:17]([O:22][CH3:23])=[C:16]([O:24][CH3:25])[CH:15]=2)[CH:6]=[C:7]([O:11][CH3:12])[C:8]=1[O:9][CH3:10].OO.S([O-])([O-])=[O:41].[Na+].[Na+]>C(Cl)Cl.C(O)C>[CH3:21][O:20][C:18]1[CH:19]=[C:14]([P:13](=[O:41])([C:5]2[CH:6]=[C:7]([O:11][CH3:12])[C:8]([O:9][CH3:10])=[C:3]([O:2][CH3:1])[CH:4]=2)[C:26]2[CH:27]=[C:28]([O:36][CH3:37])[C:29]([O:34][CH3:35])=[C:30]([O:32][CH3:33])[CH:31]=2)[CH:15]=[C:16]([O:24][CH3:25])[C:17]=1[O:22][CH3:23] |f:2.3.4|. Procedure details: 31.6 g (59.3 mmol) of tris(3,4,5-trimethoxyphenyl)phosphine were dissolved in a mixture of 100 ml of methylene chloride and 150 ml of ethanol in a 500 ml four-necked sulphonation flask having a thermometer, mechanical stirrer, 100 ml dropping funnel and condenser. 6.8 g (60 mmol) of 30% hydrogen peroxide were added dropwise to the resulting solution within 15 min., with the reaction temperature being held at 15-20° C. Shortly after completion of the dropwise addition of hydrogen peroxide the rea... Reactants: C(C)(C)(C)OC(=O)NC(=NC1=CC(=CC=C1)C1=NC=CC=C1N)NC(=O)OC(C)(C)C (N,N′-bis(tert-butoxycarbonyl)-N″-(3-(3-aminopyridin-2-yl)phenyl)guanidine), Cl (hydrogen chloride). Solvent: ClCCl (dichloromethane), O1CCOCC1 (1,4-dioxane). Conditions: time 26 hour. The product is Cl.Cl.NC=1C(=NC=CC1)C=1C=C(C=CC1)NC(=N)N (3-(3-aminopyridin-2-yl)phenylguanidine dihydrochloride). Reaction SMILES: C(OC([NH:8][C:9]([NH:24]C(OC(C)(C)C)=O)=[N:10][C:11]1[CH:16]=[CH:15][CH:14]=[C:13]([C:17]2[C:22]([NH2:23])=[CH:21][CH:20]=[CH:19][N:18]=2)[CH:12]=1)=O)(C)(C)C.[ClH:32]>ClCCl.O1CCOCC1>[ClH:32].[ClH:32].[NH2:23][C:22]1[C:17]([C:13]2[CH:12]=[C:11]([NH:10][C:9]([NH2:24])=[NH:8])[CH:16]=[CH:15][CH:14]=2)=[N:18][CH:19]=[CH:20][CH:21]=1 |f:4.5.6|. Reported procedure: To a solution of N,N′-bis(tert-butoxycarbonyl)-N″-(3-(3-aminopyridin-2-yl)phenyl)guanidine (150 mg) in dichloromethane (1.5 ml) was added 4N hydrogen chloride in 1,4-dioxane (3 ml), and the mixture was stirred at room temperature for 26 hours. The solvent was evaporated under reduced pressure. To the residue was added 5% ethanol in ethyl acetate (100 ml), and the precipitate was collected by filtration and dried under reduced pressure to give 3-(3-aminopyridin-2-yl)phenylguanidine dihydrochlorid... The reactants are Cl.ClC1=CN=CC(=N1)N1CCNCC1 (6-chloro-2-(1-piperazinyl)-pyrazine hydrochloride), C(C1=CC=CC=C1)(=O)Cl (benzoyl chloride). Run in C([O-])([O-])=O.[Na+].[Na+] (sodium carbonate). Reaction conditions: time 10 minute. Yields the product ClC1=CN=CC(=N1)N1CCN(CC1)C(C1=CC=CC=C1)=O (6-chloro-2-(4-benzoyl-1-piperazinyl)-pyrazine). As a reaction SMILES: Cl.[Cl:2][C:3]1[N:8]=[C:7]([N:9]2[CH2:14][CH2:13][NH:12][CH2:11][CH2:10]2)[CH:6]=[N:5][CH:4]=1.[C:15](Cl)(=[O:22])[C:16]1[CH:21]=[CH:20][CH:19]=[CH:18][CH:17]=1>C(=O)([O-])[O-].[Na+].[Na+]>[Cl:2][C:3]1[N:8]=[C:7]([N:9]2[CH2:10][CH2:11][N:12]([C:15](=[O:22])[C:16]3[CH:21]=[CH:20][CH:19]=[CH:18][CH:17]=3)[CH2:13][CH2:14]2)[CH:6]=[N:5][CH:4]=1 |f:0.1,3.4.5|. Procedure: Using a procedure similar to that of Example 4, 2.35 g (0.010 mole) of 6-chloro-2-(1-piperazinyl)-pyrazine hydrochloride is dissolved in 20 ml saturated aqueous sodium carbonate solution and treated with 2 ml benzoyl chloride. After stirring 10 minutes at room temperature, the crude product is extracted with toluene and recrystallized from n-butyl-chloride-cyclohexane (charcoal treatment) to give colorless crystals of the title compound, mp 104.5°-105° C. Procedure: {4-[(2R,3R)-3-{[(2R)-2-{[tert-butyl(dimethyl)silyl]oxy}-2-(4-fluorophenyl)ethyl]thio}-1-(4-{3-[(methylsulfonyl)amino]prop-1-yn-1-yl}phenyl)-4-oxoazetidin-2-yl]phenoxy}acetic acid (Method 8) (19.4 mg, 0.027 mmol) (9.7 mg, 0.014 mmol) was dissolved in DCM (1 ml, dry). Methyl glycylglycinate hydrochloride (3.1 mg, 0.017 mmol) followed by N-methylmorpholine (4 μl, 0.041 mmol) were added. TBTU (5.8 mg, 0.018 mmol) was added and the reaction mixture was stirred for 2 hours. LC-MS confirmed the formati... Reactants: Cl.NCC(=O)NCC(=O)OC (Methyl glycylglycinate hydrochloride), CN(C)C(=[N+](C)C)ON1C2=C(C=CC=C2)N=N1.[B-](F)(F)(F)F (TBTU), methylester, [Si](C)(C)(C(C)(C)C)O[C@@H](CS[C@@H]1[C@H](N(C1=O)C1=CC=C(C=C1)C#CCNS(=O)(=O)C)C1=CC=C(OCC(=O)O)C=C1)C1=CC=C(C=C1)F ({4-[(2R,3R)-3-{[(2R)-2-{[tert-butyl(dimethyl)silyl]oxy}-2-(4-fluorophenyl)ethyl]thio}-1-(4-{3-[(methylsulfonyl)amino]prop-1-yn-1-yl}phenyl)-4-oxoazetidin-2-yl]phenoxy}acetic acid), CN1CCOCC1 (N-methylmorpholine), [Si](C)(C)(C(C)(C)C)O[Si](C)(C)C(C)(C)C (TBDMS-ether). Solvent: C(Cl)Cl (DCM). Conditions: time 2 hour. As a reaction SMILES: [Si]([O:8][C@H:9]([C:42]1[CH:47]=[CH:46][C:45]([F:48])=[CH:44][CH:43]=1)[CH2:10][S:11][C@H:12]1[C:15](=[O:16])[N:14]([C:17]2[CH:22]=[CH:21][C:20]([C:23]#[C:24][CH2:25][NH:26][S:27]([CH3:30])(=[O:29])=[O:28])=[CH:19][CH:18]=2)[C@@H:13]1[C:31]1[CH:41]=[CH:40][C:34]([O:35][CH2:36][C:37]([OH:39])=O)=[CH:33][CH:32]=1)(C(C)(C)C)(C)C.Cl.[NH2:50][CH2:51][C:52]([NH:54][CH2:55][C:56]([O:58]C)=[O:57])=[O:53].CN1CCOCC1.CN(C(ON1N=NC2C=CC=CC1=2)=[N+](C)C)C.[B-](F)(F)(F)F.[Si](O[Si](C(C)(C)C)(C)C)(C(C)(C)C)(C)C>C(Cl)Cl>[F:48][C:45]1[CH:44]=[CH:43][C:42]([C@@H:9]([OH:8])[CH2:10][S:11][C@H:12]2[C:15](=[O:16])[N:14]([C:17]3[CH:18]=[CH:19][C:20]([C:23]#[C:24][CH2:25][NH:26][S:27]([CH3:30])(=[O:28])=[O:29])=[CH:21][CH:22]=3)[C@@H:13]2[C:31]2[CH:32]=[CH:33][C:34]([O:35][CH2:36][C:37]([NH:50][CH2:51][C:52]([NH:54][CH2:55][C:56]([OH:58])=[O:57])=[O:53])=[O:39])=[CH:40][CH:41]=2)=[CH:47][CH:46]=1 |f:1.2,4.5|. Product: FC1=CC=C(C=C1)[C@H](CS[C@@H]1[C@H](N(C1=O)C1=CC=C(C=C1)C#CCNS(=O)(=O)C)C1=CC=C(OCC(=O)NCC(=O)NCC(=O)O)C=C1)O (N-({4-[(2R,3R)-3-{[(2R)-2-(4-fluorophenyl)-2-hydroxyethyl]thio}-1-(4-{3-[(methylsulfonyl)amino]prop-1-yn-1-yl}phenyl)-4-oxoazetidin-2-yl]phenoxy}acetyl)glycylglycine). The reactants are CCCN(CCSc1ccc(OCC(=O)OCC)c(C)c1)S(=O)(=O)c1ccc(-c2ccccc2)cc1, C1CCOC1, CCOC(C)=O, Cl, [Li+], [OH-]. Product: CCCN(CCSc1ccc(OCC(=O)O)c(C)c1)S(=O)(=O)c1ccc(-c2ccccc2)cc1. As a reaction SMILES: [CH2:1]([CH3:2])[O:3][C:4]([CH2:5][O:6][c:7]1[c:8]([CH3:35])[cH:9][c:10]([S:13][CH2:14][CH2:15][N:16]([CH2:17][CH2:18][CH3:19])[S:20](=[O:21])(=[O:22])[c:23]2[cH:24][cH:25][c:26](-[c:29]3[cH:30][cH:31][cH:32][cH:33][cH:34]3)[cH:27][cH:28]2)[cH:11][cH:12]1)=[O:36].[CH2:40]1[O:41][CH2:42][CH2:43][CH2:44]1.[CH3:45][CH2:46][O:47][C:48]([CH3:49])=[O:50].[ClH:39].[Li+:38].[OH-:37]>>[O:3]=[C:4]([CH2:5][O:6][c:7]1[c:8]([CH3:35])[cH:9][c:10]([S:13][CH2:14][CH2:15][N:16]([CH2:17][CH2:18][CH3:19])[S:20](=[O:21])(=[O:22])[c:23]2[cH:24][cH:25][c:26](-[c:29]3[cH:30][cH:31][cH:32][cH:33][cH:34]3)[cH:27][cH:28]2)[cH:11][cH:12]1)[OH:36]. Starting materials: ClC1=CC=C(C=C1)NC1=NC=2N(C=C1)N=CC2C=O (5-(4-chlorophenylamino)pyrazolo[1,5-a]pyrimidine-3-carbaldehyde), N1C(=O)NC(=O)C1 (hydantoin), N1CCCCC1 (piperidine). Run in CCO (EtOH). Run at temperature 70 celsius. Product: ClC1=CC=C(C=C1)NC1=NC=2N(C=C1)N=CC2C=C2C(NC(N2)=O)=O (5-((5-(4-chlorophenylamino)pyrazolo[1,5-a]pyrimidin-3-yl)methylene)imidazolidine-2,4-dione). Reaction SMILES: [Cl:1][C:2]1[CH:7]=[CH:6][C:5]([NH:8][C:9]2[CH:14]=[CH:13][N:12]3[N:15]=[CH:16][C:17]([CH:18]=O)=[C:11]3[N:10]=2)=[CH:4][CH:3]=1.[NH:20]1[CH2:26][C:24](=[O:25])[NH:23][C:21]1=[O:22].N1CCCCC1>CCO>[Cl:1][C:2]1[CH:3]=[CH:4][C:5]([NH:8][C:9]2[CH:14]=[CH:13][N:12]3[N:15]=[CH:16][C:17]([CH:18]=[C:26]4[NH:20][C:21](=[O:22])[NH:23][C:24]4=[O:25])=[C:11]3[N:10]=2)=[CH:6][CH:7]=1. Procedure details: To 5-(4-chlorophenylamino)pyrazolo[1,5-a]pyrimidine-3-carbaldehyde (117 mg, 0.430 mmol) in EtOH was added hydantoin (43 mg, 0.430 mmol) and piperidine (43 μL, 0.430 mmol). The mixture was heated at 70° C. overnight. Solvent was removed under reduced pressure and the remaining solid was washed with EtOAc to yield 5-((5-(4-chlorophenylamino)pyrazolo[1,5-a]pyrimidin-3-yl)methylene)imidazolidine-2,4-dione. LCMS (M+1=355) Reactants: O (water), CC1=CC=C(C=C1)C=1N=NNN1 (4-(4-methylphenyl)-1,2,3,5-(1H)-tetrazole), C([O-])([O-])=O.[K+].[K+] (potassium carbonate), BrCCF (1-bromo-2-fluoroethane). Run in C(C)#N (acetonitrile). Run at time 1 hour. The product is FCCN1N=NC(=N1)C1=CC=C(C=C1)C (1-(2-fluoroethyl)-(4-methylphenyl)-1,2,3,5-(1H)-tetrazole). The yield is 43.8%. Reaction SMILES: [CH3:1][C:2]1[CH:7]=[CH:6][C:5]([C:8]2[N:9]=[N:10][NH:11][N:12]=2)=[CH:4][CH:3]=1.C(=O)([O-])[O-].[K+].[K+].Br[CH2:20][CH2:21][F:22].O>C(#N)C>[F:22][CH2:21][CH2:20][N:11]1[N:12]=[C:8]([C:5]2[CH:4]=[CH:3][C:2]([CH3:1])=[CH:7][CH:6]=2)[N:9]=[N:10]1 |f:1.2.3|. Procedure details: Under a nitrogen atmosphere, a stirred solution of 5.0 grams (0.031 mole) 4-(4-methylphenyl)-1,2,3,5-(1H)-tetrazole and 4.8 grams (0.035 mole) of potassium carbonate in 150 mL of acetonitrile was heated to reflux and then cooled to ambient temperature. To this was slowly added 10.0 grams (0.078 mole) of 1-bromo-2-fluoroethane. Upon completion of the addition the reaction mixture was placed in a water bath and cooled to 0° C., where it stirred for one hour. After this time the reaction mixture wa... The reactants are C(CC(=O)C)(=O)OC (methyl acetoacetate), C([O-])([O-])=O.[K+].[K+] (potassium carbonate), BrCCBr (1,2-dibromoethane). Run in CC(=O)C (acetone). Reaction conditions: temperature 65 celsius, time 17 hour. The product is COC(=O)C1(CC1)C(C)=O (1-Acetylcyclopropanecarboxylic acid methyl ester). RXN SMILES: [C:1]([O:7][CH3:8])(=[O:6])[CH2:2][C:3]([CH3:5])=[O:4].C(=O)([O-])[O-].[K+].[K+].Br[CH2:16][CH2:17]Br>CC(C)=O>[CH3:8][O:7][C:1]([C:2]1([C:3](=[O:4])[CH3:5])[CH2:17][CH2:16]1)=[O:6] |f:1.2.3|. Procedure details: To a solution of methyl acetoacetate (3 ml) in acetone (30 ml) were sequentially added potassium carbonate (11.54 g) and 1,2-dibromoethane (2.4 ml) at room temperature, and the mixture was stirred at 65° C. for 17 hours. This reaction mixture was filtered, the filtrate was concentrated under reduced pressure, and the resulting residue was purified by silica gel column chromatography (eluent: n-hexane/ethyl acetate=10/1) to give the titled compound (2.17 g). The solvent is C1(=CC=CC=C1)C (toluene). The reagents and catalysts are O.C1(=CC=C(C=C1)S(=O)(=O)O)C (p-toluenesulfonic acid monohydrate). Procedure details: In a dry flask equipped with a Dean-Stark trap and reflux condenser, ethyl 1-(t-butoxycarbonyl)-3-oxo-4-piperidinecarboxylate (4.19 g, 15.4 mmol) was dissolved in toluene (50 mL). (R)-(+)-a-Methylbenzylamine (1.91 g, 15.8 mmol) and p-toluenesulfonic acid monohydrate (0.019 g, 0.1 mmol) were added and the mixture heated to reflux for 6 hours. The crude reaction mixture was concentrated in vacuo to give the desired amine (5.78 g, 100%) as a thick orange oil. 1H NMR (300 MHz, CDCl3), δ: 7.36 (t, J=... Reaction SMILES: [C:1]([O:5][C:6]([N:8]1[CH2:13][CH2:12][CH:11]([C:14]([O:16][CH2:17][CH3:18])=[O:15])[C:10](=O)[CH2:9]1)=[O:7])([CH3:4])([CH3:3])[CH3:2].[CH3:20][C@@H:21]([NH2:28])[C:22]1[CH:27]=[CH:26][CH:25]=[CH:24][CH:23]=1>C1(C)C=CC=CC=1.O.C1(C)C=CC(S(O)(=O)=O)=CC=1>[CH2:17]([O:16][C:14]([C:11]1[CH2:12][CH2:13][N:8]([C:6]([O:5][C:1]([CH3:4])([CH3:3])[CH3:2])=[O:7])[CH2:9][C:10]=1[NH:28][C@@H:21]([C:22]1[CH:27]=[CH:26][CH:25]=[CH:24][CH:23]=1)[CH3:20])=[O:15])[CH3:18] |f:3.4|. Starting materials: C(C)(C)(C)OC(=O)N1CC(C(CC1)C(=O)OCC)=O (ethyl 1-(t-butoxycarbonyl)-3-oxo-4-piperidinecarboxylate), C[C@H](C1=CC=CC=C1)N ((R)-(+)-a-Methylbenzylamine). The yield is 100.2%. The product is C(C)OC(=O)C=1CCN(CC1N[C@H](C)C1=CC=CC=C1)C(=O)OC(C)(C)C ((R)-5-(1-phenyl-ethylamino)-3,6-dihydro-2H-pyridine-1,4-dicarboxylic acid 1-tert-butyl ester 4-ethyl ester). Starting materials: ClC(C(=O)C=1NC=C(C1)I)(Cl)Cl (2,2,2-trichloro-1-(4-iodo-1H-pyrrol-2-yl)-ethanone), C[O-].[Na+] (sodium methoxide). Run in CO (methanol), CO (methanol). Run at time 1 hour. The product is COC(=O)C=1NC=C(C1)I (4-iodo-1H-pyrrole-2-carboxylic acid methyl ester). The yield is 94.3%. RXN SMILES: ClC(Cl)(Cl)[C:3]([C:5]1[NH:6][CH:7]=[C:8]([I:10])[CH:9]=1)=[O:4].[CH3:13][O-:14].[Na+]>CO>[CH3:13][O:14][C:3]([C:5]1[NH:6][CH:7]=[C:8]([I:10])[CH:9]=1)=[O:4] |f:1.2|. Reported procedure: 2,2,2-Trichloro-1-(4-iodo-1H-pyrrol-2-yl)-ethanone 57c (47 g, 136 mmol) was dissolved in 265 mL of methanol followed by dropwise addition of a solution of sodium methoxide (17.23 g, 163 mmol) in 200 mL of methanol. The reaction mixture was stirred at room temperature for 1 hour. The reaction was monitored by TLC until the disappearance of the starting materials. The mixture was concentrated under reduced pressure. The residue was diluted with 20 mL of water and then extracted with ethyl acetate ...